This data is from the Open Reaction Database (ORD), a public repository of structured organic reaction records. The task is: describe an organic reaction: reactants, conditions, products, and yield The product is Cc1cc(O[Si](C)(C)C(C)(C)C)ccc1N(C)C(=O)OCc1ccccc1. RXN SMILES: [CH2:1]([c:2]1[cH:3][cH:4][cH:5][cH:6][cH:7]1)[O:8][C:9]([NH:10][c:11]1[c:12]([CH3:25])[cH:13][c:14]([O:17][Si:18]([CH3:19])([CH3:20])[C:21]([CH3:22])([CH3:23])[CH3:24])[cH:15][cH:16]1)=[O:26].[H-:27].[I:29][CH3:30].[Na+:28].[O:31]=[CH:32][N:33]([CH3:34])[CH3:35]>>[CH2:1]([c:2]1[cH:3][cH:4][cH:5][cH:6][cH:7]1)[O:8][C:9]([N:10]([c:11]1[c:12]([CH3:25])[cH:13][c:14]([O:17][Si:18]([CH3:19])([CH3:20])[C:21]([CH3:22])([CH3:23])[CH3:24])[cH:15][cH:16]1)[CH3:30])=[O:26]. Reactants: Cc1cc(O[Si](C)(C)C(C)(C)C)ccc1NC(=O)OCc1ccccc1, [H-], CI, [Na+], CN(C)C=O. Starting materials: COc1ccc(C(=O)CBr)cc1, CCc1cc2c(=O)[nH]c(=O)n(Cc3ccc(-c4ccccc4C#N)c(F)c3)c2s1, CN(C)C=O, CCOC(C)=O, [H-], [Na+]. Yields the product CCc1cc2c(=O)n(CC(=O)c3ccc(OC)cc3)c(=O)n(Cc3ccc(-c4ccccc4C#N)c(F)c3)c2s1. As a reaction SMILES: [Br:30][CH2:31][C:32](=[O:33])[c:34]1[cH:35][cH:36][c:37]([O:40][CH3:41])[cH:38][cH:39]1.[CH2:1]([CH3:2])[c:3]1[cH:4][c:5]2[c:6]([n:7]([CH2:13][c:14]3[cH:15][c:16]([F:28])[c:17](-[c:20]4[c:21]([C:26]#[N:27])[cH:22][cH:23][cH:24][cH:25]4)[cH:18][cH:19]3)[c:8](=[O:12])[nH:9][c:10]2=[O:11])[s:29]1.[CH3:42][N:43]([CH3:44])[CH:45]=[O:46].[CH3:49][CH2:50][O:51][C:52](=[O:53])[CH3:54].[H-:47].[Na+:48]>>[CH2:1]([CH3:2])[c:3]1[cH:4][c:5]2[c:6]([n:7]([CH2:13][c:14]3[cH:15][c:16]([F:28])[c:17](-[c:20]4[c:21]([C:26]#[N:27])[cH:22][cH:23][cH:24][cH:25]4)[cH:18][cH:19]3)[c:8](=[O:12])[n:9]([CH2:31][C:32](=[O:33])[c:34]3[cH:35][cH:36][c:37]([O:40][CH3:41])[cH:38][cH:39]3)[c:10]2=[O:11])[s:29]1. Reactants: BrC=1C=C(C(=O)NC=2SC3=C(N2)C(=CC=C3N3CCOCC3)OC)C=CN1 (2-bromo-N-(4-methoxy-7-morpholin-4-yl-benzothiazol-2-yl)-isonicotinamide), C([O-])([O-])=O.[Cs+].[Cs+] (cesium carbonate), N1CC(C1)O (azetidin-3-ol). Run in CN1CCCC1=O (NMP). The product is OC1CN(C1)C=1C=C(C(=O)NC=2SC3=C(N2)C(=CC=C3N3CCOCC3)OC)C=CN1 (2-(3-Hydroxy-azetidin-1-yl)-N-(4-methoxy-7-morpholin-4-yl-benzothiazol-2-yl)-isonicotinamide). Reaction SMILES: Br[C:2]1[CH:3]=[C:4]([CH:25]=[CH:26][N:27]=1)[C:5]([NH:7][C:8]1[S:9][C:10]2[C:16]([N:17]3[CH2:22][CH2:21][O:20][CH2:19][CH2:18]3)=[CH:15][CH:14]=[C:13]([O:23][CH3:24])[C:11]=2[N:12]=1)=[O:6].C(=O)([O-])[O-].[Cs+].[Cs+].[NH:34]1[CH2:37][CH:36]([OH:38])[CH2:35]1>CN1C(=O)CCC1>[OH:38][CH:36]1[CH2:37][N:34]([C:2]2[CH:3]=[C:4]([CH:25]=[CH:26][N:27]=2)[C:5]([NH:7][C:8]2[S:9][C:10]3[C:16]([N:17]4[CH2:22][CH2:21][O:20][CH2:19][CH2:18]4)=[CH:15][CH:14]=[C:13]([O:23][CH3:24])[C:11]=3[N:12]=2)=[O:6])[CH2:35]1 |f:1.2.3|. Procedure: From 2-bromo-N-(4-methoxy-7-morpholin-4-yl-benzothiazol-2-yl)-isonicotinamide with cesium carbonate and azetidin-3-ol in NMP. ES-MS m/e (%): 442 (M+H+, 100). The reactants are CCOC(=O)c1cnc2c(F)cc(OC)cc2c1Br, Cl, [Na+], C1CCOC1, [OH-], O. Yields the product COc1cc(F)c2ncc(C(=O)O)c(Br)c2c1. RXN SMILES: [Br:1][c:2]1[c:3]([C:15](=[O:16])[O:17][CH2:18][CH3:19])[cH:4][n:5][c:6]2[c:7]([F:14])[cH:8][c:9]([O:12][CH3:13])[cH:10][c:11]12.[ClH:22].[Na+:21].[O:23]1[CH2:24][CH2:25][CH2:26][CH2:27]1.[OH-:20].[OH2:28]>>[Br:1][c:2]1[c:3]([C:15](=[O:16])[OH:17])[cH:4][n:5][c:6]2[c:7]([F:14])[cH:8][c:9]([O:12][CH3:13])[cH:10][c:11]12. Starting materials: O=C([O-])[O-], C=CCC(C#N)C#N, CN(C)C=O, FC(F)(F)C(F)(F)c1ncn(CCl)n1, [K+], [K+], O. Yields the product C=CCC(C#N)(C#N)Cn1cnc(C(F)(F)C(F)(F)F)n1. RXN SMILES: [C:23](=[O:24])([O-:25])[O-:26].[CH2:15]([CH:16]=[CH2:17])[CH:18]([C:19]#[N:20])[C:21]#[N:22].[CH3:30][N:31]([CH3:32])[CH:33]=[O:34].[Cl:1][CH2:2][n:3]1[n:4][c:5]([C:8]([C:9]([F:10])([F:11])[F:12])([F:13])[F:14])[n:6][cH:7]1.[K+:27].[K+:28].[OH2:29]>>[CH2:2]([n:3]1[n:4][c:5]([C:8]([C:9]([F:10])([F:11])[F:12])([F:13])[F:14])[n:6][cH:7]1)[C:18]([CH2:15][CH:16]=[CH2:17])([C:19]#[N:20])[C:21]#[N:22]. Reactants: C1COCCO1, CCOC(C)=O, CCN(C(C)C)C(C)C, [Cl-], FC(F)(F)c1cccnc1Cl, O=S(=O)(c1ccc(Cl)c(Cl)c1)C1CCNCC1, [NH4+]. The product is O=S(=O)(c1ccc(Cl)c(Cl)c1)C1CCN(c2ncccc2C(F)(F)F)CC1. As a reaction SMILES: [CH2:38]1[O:39][CH2:40][CH2:41][O:42][CH2:43]1.[CH3:46][CH2:47][O:48][C:49]([CH3:50])=[O:51].[CH:29]([N:30]([CH2:31][CH3:32])[CH:33]([CH3:34])[CH3:35])([CH3:36])[CH3:37].[Cl-:44].[Cl:18][c:19]1[n:20][cH:21][cH:22][cH:23][c:24]1[C:25]([F:26])([F:27])[F:28].[Cl:1][c:2]1[cH:3][c:4]([S:9](=[O:10])(=[O:11])[CH:12]2[CH2:13][CH2:14][NH:15][CH2:16][CH2:17]2)[cH:5][cH:6][c:7]1[Cl:8].[NH4+:45]>>[Cl:1][c:2]1[cH:3][c:4]([S:9](=[O:10])(=[O:11])[CH:12]2[CH2:13][CH2:14][N:15]([c:19]3[n:20][cH:21][cH:22][cH:23][c:24]3[C:25]([F:26])([F:27])[F:28])[CH2:16][CH2:17]2)[cH:5][cH:6][c:7]1[Cl:8].